Dataset: the Open Reaction Database (ORD), a public repository of structured organic reaction records. Task: describe an organic reaction: reactants, conditions, products, and yield Starting materials: CO (CH3OH), 2-L-menthoxyacetyloxy-2-butene, CC(CC)=O (2-butanone), CC1CCC(C(C1)OCC(=O)Cl)C(C)C (L-menthoxyacetyl chloride). Reagents/catalysts: Cl[Pd]([P](C1=CC=CC=C1)(C2=CC=CC=C2)C3=CC=CC=C3)([P](C4=CC=CC=C4)(C5=CC=CC=C5)C6=CC=CC=C6)Cl ((PPh3)2PdCl2), N1=CC=CC=C1 (pyridine). Run in C1CCOC1 (THF). Run at temperature 100 celsius, time 24 hour. Yields the product L- and D-2-methyl-2-hydroxybutyric acid, CC1CCC(C(C1)OCC(=O)O)C(C)C (L-menthoxyacetic acid). RXN SMILES: CC(=[O:5])CC.[CH3:6][CH:7]1[CH2:12][CH:11]([O:13][CH2:14][C:15](Cl)=[O:16])[CH:10]([CH:18]([CH3:20])[CH3:19])[CH2:9][CH2:8]1.CO>N1C=CC=CC=1.Cl[Pd](Cl)([P](C1C=CC=CC=1)(C1C=CC=CC=1)C1C=CC=CC=1)[P](C1C=CC=CC=1)(C1C=CC=CC=1)C1C=CC=CC=1.C1COCC1>[CH3:6][CH:7]1[CH2:12][CH:11]([O:13][CH2:14][C:15]([OH:5])=[O:16])[CH:10]([CH:18]([CH3:20])[CH3:19])[CH2:9][CH2:8]1 |^1:31,50|. Reported procedure: 2-L-menthoxyacetyloxy-2-butene is prepared from 2-butanone, L-menthoxyacetyl chloride, and pyridine catalyst. A 70 mL stainless steel high pressure reactor fitted with a Pyrex glass liner and magnetic stir bar is charged with THF (5 mL), (PPh3)2PdCl2 (0.05 mmol), CH3OH (0.5 mmol), and 2-L-menthoxyacetyloxy-2-butene (0.5 mmol). The reactor is sealed, pressurized to 1000 psig with CO, and stirred for 24 hours at 100° C. The product mixture, isolated after removal of gas from the reactor vessel, co... The reactants are CCN(C)C(OC)OC, Cc1ccccc1, Cc1cc(Oc2snc(-c3ccccc3)c2Cl)c(C)cc1N. Yields the product CCN(C)C=Nc1cc(C)c(Oc2snc(-c3ccccc3)c2Cl)cc1C. As a reaction SMILES: [CH3:1][O:2][CH:3]([N:4]([CH2:5][CH3:6])[CH3:7])[O:8][CH3:9].[CH3:32][c:33]1[cH:34][cH:35][cH:36][cH:37][cH:38]1.[Cl:10][c:11]1[c:12](-[c:26]2[cH:27][cH:28][cH:29][cH:30][cH:31]2)[n:13][s:14][c:15]1[O:16][c:17]1[cH:18][c:19]([CH3:25])[c:20]([NH2:21])[cH:22][c:23]1[CH3:24]>>[CH:3]([N:4]([CH2:5][CH3:6])[CH3:7])=[N:21][c:20]1[c:19]([CH3:25])[cH:18][c:17]([O:16][c:15]2[c:11]([Cl:10])[c:12](-[c:26]3[cH:27][cH:28][cH:29][cH:30][cH:31]3)[n:13][s:14]2)[c:23]([CH3:24])[cH:22]1. The reactants are SC1=CC=C(C(=O)OC)C=C1 (methyl 4-mercaptobenzoate), OC(CN1C=NC=C1)C=1OC=CC1 (1-[2-hydroxy-2-(2-furyl)ethyl]imidazole), FC(C(=O)O)(F)F (trifluoroacetic acid). Run at time 1 hour. Yields the product O1C(=CC=C1)C(CN1C=NC=C1)SC1=CC=C(C(=O)OC)C=C1 (Methyl 4-[1-(2-furyl)-2-(1-imidazolyl)ethylthio]benzoate). Isolated yield 64.2%. Reaction SMILES: [SH:1][C:2]1[CH:11]=[CH:10][C:5]([C:6]([O:8][CH3:9])=[O:7])=[CH:4][CH:3]=1.O[CH:13]([C:20]1[O:21][CH:22]=[CH:23][CH:24]=1)[CH2:14][N:15]1[CH:19]=[CH:18][N:17]=[CH:16]1.FC(F)(F)C(O)=O>>[O:21]1[CH:22]=[CH:23][CH:24]=[C:20]1[CH:13]([S:1][C:2]1[CH:3]=[CH:4][C:5]([C:6]([O:8][CH3:9])=[O:7])=[CH:10][CH:11]=1)[CH2:14][N:15]1[CH:19]=[CH:18][N:17]=[CH:16]1. Procedure details: 3.5 g of methyl 4-mercaptobenzoate and 2.5 g of 1-[2-hydroxy-2-(2-furyl)ethyl]imidazole were mixed, and 50.7 ml of trifluoroacetic acid were added, whilst ice-cooling, to the resulting mixture. The mixture was stirred at between 0° and 5° C. for 1 hour. At the end of this time, the reaction mixture was treated and purified similarly to the procedure described in Example 13, to yield 2.96 g of the title compound as a colorless oil. Reactants: C(C)(=O)NC=1C=CC=C2CCC(NC12)=O (8-Acetylamino-3,4-dihydrocarbostyril), ice water, [OH-].[Na+] (sodium hydroxide). Run in Cl (hydrochloric acid). Yields the product NC=1C=CC=C2CCC(NC12)=O (8-amino-3,4-dihydrocarbostyril). The yield is 0.1%. As a reaction SMILES: C([NH:4][C:5]1[CH:6]=[CH:7][CH:8]=[C:9]2[C:14]=1[NH:13][C:12](=[O:15])[CH2:11][CH2:10]2)(=O)C.[OH-].[Na+]>Cl>[NH2:4][C:5]1[CH:6]=[CH:7][CH:8]=[C:9]2[C:14]=1[NH:13][C:12](=[O:15])[CH2:11][CH2:10]2 |f:1.2|. Procedure details: 8-Acetylamino-3,4-dihydrocarbostyril (11.8 g, 57.8 mols) was suspended in 90 ml of 20% hydrochloric acid and the suspension was stirred while heating under reflux for 1 hours. The reaction mixture was poured into ice water and neutralized with 5 N sodium hydroxide followed by adjusting to pH of about 8. Crystals which precipitated were collected by filtration to give 7.87 g of 8-amino-3,4-dihydrocarbostyril. Reactants: CC=1N(C=CN1)C1=CC=C(C=C1)NC=1N=C(C2=C(N1)CCN(C2)C(=O)OC(C)(C)C)OS(=O)(=O)C(F)(F)F (tert-butyl 2-(4-(2-methyl-1H-imidazol-1-yl)phenylamino)-4-(trifluoromethylsulfonyloxy)-7,8-dihydropyrido[4,3-d]pyrimidine-6(5H)-carboxylate), O1C(CCC1)CNCC (N-((tetrahydrofuran-2-yl)methyl)ethanamine). Run in CN(C)C=O (DMF). Run at temperature 85 celsius, time 8 hour. The product is C(C)N(C=1C2=C(N=C(N1)NC1=CC=C(C=C1)N1C(=NC=C1)C)CCN(C2)C(=O)OC(C)(C)C)CC2OCCC2 (tert-Butyl 4-(ethyl((tetrahydrofuran-2-yl)methyl)amino)-2-(4-(2-methyl-1H-imidazol-1-yl)phenylamino)-7,8-dihydropyrido[4,3-d]pyrimidine-6(5H)-carboxylate). Reaction SMILES: [CH3:1][C:2]1[N:3]([C:7]2[CH:12]=[CH:11][C:10]([NH:13][C:14]3[N:15]=[C:16](OS(C(F)(F)F)(=O)=O)[C:17]4[CH2:23][N:22]([C:24]([O:26][C:27]([CH3:30])([CH3:29])[CH3:28])=[O:25])[CH2:21][CH2:20][C:18]=4[N:19]=3)=[CH:9][CH:8]=2)[CH:4]=[CH:5][N:6]=1.[O:39]1[CH2:43][CH2:42][CH2:41][CH:40]1[CH2:44][NH:45][CH2:46][CH3:47]>CN(C=O)C>[CH2:46]([N:45]([CH2:44][CH:40]1[CH2:41][CH2:42][CH2:43][O:39]1)[C:16]1[C:17]2[CH2:23][N:22]([C:24]([O:26][C:27]([CH3:30])([CH3:28])[CH3:29])=[O:25])[CH2:21][CH2:20][C:18]=2[N:19]=[C:14]([NH:13][C:10]2[CH:9]=[CH:8][C:7]([N:3]3[CH:4]=[CH:5][N:6]=[C:2]3[CH3:1])=[CH:12][CH:11]=2)[N:15]=1)[CH3:47]. Procedure details: tert-Butyl 2-(4-(2-methyl-1H- imidazol-1-yl)phenylamino)-4-(trifluoromethylsulfonyloxy)-7,8-dihydropyrido[4,3-d]pyrimidine-6(5H)-carboxylate (250 mg, 0.45 mmol, example 69c) was dissolved in DMF (2 mL). N-((tetrahydrofuran-2-yl)methyl)ethanamine (58.2 mg, 0.45 mmol) was added and the reaction mixture was stirred at 85° C. overnight. The reaction was allowed to reach room temperature, the solvent was evaporated under reduced pressure and the crude was used as such in the subsequent step. MS (ES+)... Reactants: CCOC(=O)C(=NOC1CCCC1)c1ccc(Cl)c(Cl)c1, CCO, ClC(Cl)Cl, [Li+], [OH-], O. Product: O=C(O)C(=NOC1CCCC1)c1ccc(Cl)c(Cl)c1. RXN SMILES: [CH2:1]([CH3:2])[O:3][C:4]([C:5]([c:6]1[cH:7][c:8]([Cl:13])[c:9]([Cl:12])[cH:10][cH:11]1)=[N:14][O:15][CH:16]1[CH2:17][CH2:18][CH2:19][CH2:20]1)=[O:21].[CH3:25][CH2:26][OH:27].[CH:28]([Cl:29])([Cl:30])[Cl:31].[Li+:22].[OH-:23].[OH2:24]>>[O:3]=[C:4]([C:5]([c:6]1[cH:7][c:8]([Cl:13])[c:9]([Cl:12])[cH:10][cH:11]1)=[N:14][O:15][CH:16]1[CH2:17][CH2:18][CH2:19][CH2:20]1)[OH:21]. The reactants are Cn1nc(C(F)F)c(C=O)c1Cl, [F-], [K+], CN(C)C=O, O. The product is Cn1nc(C(F)F)c(C=O)c1F. Reaction SMILES: [Cl:3][c:4]1[c:5]([CH:13]=[O:14])[c:6]([CH:10]([F:11])[F:12])[n:7][n:8]1[CH3:9].[F-:1].[K+:2].[O:16]=[CH:17][N:18]([CH3:19])[CH3:20].[OH2:15]>>[F:1][c:4]1[c:5]([CH:13]=[O:14])[c:6]([CH:10]([F:11])[F:12])[n:7][n:8]1[CH3:9].